This data is from the Open Reaction Database (ORD), a public repository of structured organic reaction records. The task is: describe an organic reaction: reactants, conditions, products, and yield Starting materials: C(C)OC(=O)N1CC(CC1)(C=1C=C(SC1)SC)O (1-ethoxycarbonyl-3-hydroxy-3-(2-methylthiothien-4-yl)pyrrolidine), CI (methyl iodide). The product is C(C)OC(=O)N1CC(CC1)(C=1C=C(SC1)SC)OC (1-ethoxycarbonyl-3-methoxy-3-(2-methylthiothien-4-yl)pyrrolidine). The yield is 75.0%. RXN SMILES: [CH2:1]([O:3][C:4]([N:6]1[CH2:10][CH2:9][C:8]([OH:18])([C:11]2[CH:12]=[C:13]([S:16][CH3:17])[S:14][CH:15]=2)[CH2:7]1)=[O:5])[CH3:2].[CH3:19]I>>[CH2:1]([O:3][C:4]([N:6]1[CH2:10][CH2:9][C:8]([O:18][CH3:19])([C:11]2[CH:12]=[C:13]([S:16][CH3:17])[S:14][CH:15]=2)[CH2:7]1)=[O:5])[CH3:2]. Reported procedure: Using an analogous procedure to that described in the second paragraph of the portion of Example 1 which is concerned with the preparation of starting materials, 1-ethoxycarbonyl-3-hydroxy-3-(2-methylthiothien-4-yl)pyrrolidine was reacted with methyl iodide to give 1-ethoxycarbonyl-3-methoxy-3-(2-methylthiothien-4-yl)pyrrolidine as an oil in 75% yield. The reactants are CNC1CCCc2ccccc21, CC#N, CCN(C(C)C)C(C)C, Cc1nc(Cl)cc(OC2CCCC2)c1CCl, Cl. Yields the product Cc1nc(Cl)cc(OC2CCCC2)c1CN(C)C1CCCc2ccccc21. RXN SMILES: [CH3:18][NH:19][CH:20]1[CH2:21][CH2:22][CH2:23][c:24]2[cH:25][cH:26][cH:27][cH:28][c:29]21.[CH3:39][C:40]#[N:41].[CH:30]([N:31]([CH2:32][CH3:33])[CH:34]([CH3:35])[CH3:36])([CH3:37])[CH3:38].[Cl:2][c:3]1[cH:4][c:5]([O:12][CH:13]2[CH2:14][CH2:15][CH2:16][CH2:17]2)[c:6]([CH2:10][Cl:11])[c:7]([CH3:9])[n:8]1.[ClH:1]>>[Cl:2][c:3]1[cH:4][c:5]([O:12][CH:13]2[CH2:14][CH2:15][CH2:16][CH2:17]2)[c:6]([CH2:10][N:19]([CH3:18])[CH:20]2[CH2:21][CH2:22][CH2:23][c:24]3[cH:25][cH:26][cH:27][cH:28][c:29]32)[c:7]([CH3:9])[n:8]1. Reactants: FC1=C(C(=O)C2=CC=CC=C2)C=C(C=C1)C(F)(F)F (2-fluoro-5-trifluoromethylbenzophenone), NN (hydrazine). Conditions: time 8 hour. Product: C1(=CC=CC=C1)C1=NNC2=CC=C(C=C12)C(F)(F)F (3-Phenyl-5-trifluoromethyl-1H-indazole). Isolated yield 76.0%. Reaction SMILES: F[C:2]1[CH:15]=[CH:14][C:13]([C:16]([F:19])([F:18])[F:17])=[CH:12][C:3]=1[C:4]([C:6]1[CH:11]=[CH:10][CH:9]=[CH:8][CH:7]=1)=O.[NH2:20][NH2:21]>>[C:6]1([C:4]2[C:3]3[C:2](=[CH:15][CH:14]=[C:13]([C:16]([F:19])([F:18])[F:17])[CH:12]=3)[NH:21][N:20]=2)[CH:11]=[CH:10][CH:9]=[CH:8][CH:7]=1. Procedure details: A solution of 2-fluoro-5-trifluoromethylbenzophenone (0.828 g, 3.09 mmol) in hydrazine was heated at 130° C. for 3 hours. The reaction mixture stood at ambient temperature overnight and gave white needles. It was filtered and washed with hexane to provide the title compound (0.617 g, 76% yield): mp 152° C.; 1H NMR (CDCl3) δ 10.63 (br s, 1H), 8.33 (s, 1H), 7.96 (d, 2H), 7.48–7.67 (m, 5H); EI-MS (m/z) 262 [M]+. Starting materials: C1CCC2=NCCCN2CC1, COCCOC, COc1ccccc1-c1nc(N)nc(S(C)=O)c1C#N, OCc1ccccn1. Yields the product COc1ccccc1-c1nc(N)nc(OCc2ccccn2)c1C#N. RXN SMILES: [CH2:29]1[CH2:30][CH2:31][C:32]2=[N:37][CH2:36][CH2:35][CH2:34][N:33]2[CH2:38][CH2:39]1.[CH3:40][O:41][CH2:42][CH2:43][O:44][CH3:45].[NH2:1][c:2]1[n:3][c:4](-[c:13]2[c:14]([O:19][CH3:20])[cH:15][cH:16][cH:17][cH:18]2)[c:5]([C:11]#[N:12])[c:6]([S:8]([CH3:9])=[O:10])[n:7]1.[OH:21][CH2:22][c:23]1[n:24][cH:25][cH:26][cH:27][cH:28]1>>[NH2:1][c:2]1[n:3][c:4](-[c:13]2[c:14]([O:19][CH3:20])[cH:15][cH:16][cH:17][cH:18]2)[c:5]([C:11]#[N:12])[c:6]([O:21][CH2:22][c:23]2[n:24][cH:25][cH:26][cH:27][cH:28]2)[n:7]1. The reactants are O=C([O-])[O-], CCO, Sc1ccc(Cl)cc1, O=[N+]([O-])c1ccccc1F, [K+], [K+]. Yields the product O=[N+]([O-])c1ccccc1Sc1ccc(Cl)cc1. As a reaction SMILES: [C:19](=[O:20])([O-:21])[O-:22].[CH3:25][CH2:26][OH:27].[Cl:11][c:12]1[cH:13][cH:14][c:15]([SH:18])[cH:16][cH:17]1.[F:1][c:2]1[c:3]([N+:8](=[O:9])[O-:10])[cH:4][cH:5][cH:6][cH:7]1.[K+:23].[K+:24]>>[c:2]1([S:18][c:15]2[cH:14][cH:13][c:12]([Cl:11])[cH:17][cH:16]2)[c:3]([N+:8](=[O:9])[O-:10])[cH:4][cH:5][cH:6][cH:7]1. Reactants: FC(C(=O)O)(F)F.FC(C(=O)O)(F)F.ClC=1C=NC=2NC=3C=CC=C(CCC4=C(C=CC(NC1N2)=C4)N4CCNCC4)C3 (6-chloro-12-piperazin-1-yl-2,4,8,22-tetraazatetracyclo[14.3.1.1(3,7).1(9,13)]docosa-1(20),3(22),4,6,9(21),10,12,16,18-nonaene bis(trifluoroacetate)), N(=C=O)C1=CC=C(C#N)C=C1 (4-isocyanatobenzonitrile). Yields the product FC(C(=O)O)(F)F.FC(C(=O)O)(F)F.ClC=1C=NC=2NC=3C=CC=C(CCC4=C(C=CC(NC1N2)=C4)N4CCN(CC4)C(=O)NC4=CC=C(C=C4)C#N)C3 (4-[6-Chloro-2,4,8,22-tetraazatetracyclo[14.3.1.1(3,7).1(9,13)]docosa-1(20),3(22),4,6,9(21),10,12,16,18-nonaen-12-yl]-N-(4-cyanophenyl)piperazine-1-carboxamide bis(trifluoroacetate)). Yield: 38.0%. RXN SMILES: [F:1][C:2]([F:7])([F:6])[C:3]([OH:5])=[O:4].[F:8][C:9]([F:14])([F:13])[C:10]([OH:12])=[O:11].[Cl:15][C:16]1[CH:17]=[N:18][C:19]2[NH:20][C:21]3[CH:22]=[CH:23][CH:24]=[C:25]([CH:43]=3)[CH2:26][CH2:27][C:28]3[CH:36]=[C:32]([NH:33][C:34]=1[N:35]=2)[CH:31]=[CH:30][C:29]=3[N:37]1[CH2:42][CH2:41][NH:40][CH2:39][CH2:38]1.[N:44]([C:47]1[CH:54]=[CH:53][C:50]([C:51]#[N:52])=[CH:49][CH:48]=1)=[C:45]=[O:46]>>[F:1][C:2]([F:7])([F:6])[C:3]([OH:5])=[O:4].[F:8][C:9]([F:14])([F:13])[C:10]([OH:12])=[O:11].[Cl:15][C:16]1[CH:17]=[N:18][C:19]2[NH:20][C:21]3[CH:22]=[CH:23][CH:24]=[C:25]([CH:43]=3)[CH2:26][CH2:27][C:28]3[CH:36]=[C:32]([NH:33][C:34]=1[N:35]=2)[CH:31]=[CH:30][C:29]=3[N:37]1[CH2:42][CH2:41][N:40]([C:45]([NH:44][C:47]2[CH:54]=[CH:53][C:50]([C:51]#[N:52])=[CH:49][CH:48]=2)=[O:46])[CH2:39][CH2:38]1 |f:0.1.2,4.5.6|. Procedure: The desired compound was prepared according to the procedure of Example D41 using 6-chloro-12-piperazin-1-yl-2,4,8,22-tetraazatetracyclo[14.3.1.1(3,7).1(9,13)]docosa-1(20),3(22),4,6,9(21),10,12,16,18-nonaene bis(trifluoroacetate) and 4-isocyanatobenzonitrile as the starting materials in 38% yield. LCMS for C30H28ClN8O (M+H)+: m/z=551.0. 1H NMR (400 MHz, DMSO-d6): δ 9.46 (br s, 1H), 9.29 (br s, 1H), 9.09 (s, 1H), 8.13 (s, 1H), 7.97 (s, 1H), 7.79 (d, J=2.3 Hz, 1H), 7.69 (s, 4H), 7.12-7.03 (m, 3H),... Reactants: ( 41 ), ( 84 ), FC(S(=O)(=O)C=1C=CC2=C(OC(CO2)CO)C1)(F)F ([7-(trifluoromethylsulfonyl)-2,3-dihydro-1,4-benzodioxin-2-yl]methanol), C=1(C(=CC=CC1)S(=O)(=O)Cl)C (toluenesulfonyl chloride), TEA, C(Cl)Cl (DCM), ( 82 ), ( 80 ). Reagents/catalysts: CN(C)C=1C=CN=CC1 (4-DMAP). Conditions: time 18 hour. The product is CC1=CC=C(C=C1)S(=O)(=O)OC[C@H]1COC2=C(O1)C=C(C=C2)S(=O)(=O)C(F)(F)F ([(2R)-7-(TRIFLUOROMETHYLSULFONYL)-2,3-DIHYDRO-1,4-BENZODIOXIN-2-YL]METHYL 4-METHYLBENZENESULFONATE). As a reaction SMILES: [F:1][C:2]([F:19])([F:18])[S:3]([C:6]1[CH:7]=[CH:8][C:9]2[O:14][CH2:13][CH:12]([CH2:15][OH:16])[O:11][C:10]=2[CH:17]=1)(=[O:5])=[O:4].[C:20]1(C)[C:21]([S:26](Cl)(=[O:28])=[O:27])=[CH:22][CH:23]=[CH:24][CH:25]=1.[CH2:31](Cl)Cl>CN(C1C=CN=CC=1)C>[CH3:31][C:24]1[CH:25]=[CH:20][C:21]([S:26]([O:16][CH2:15][C@@H:12]2[O:11][C:10]3[CH:17]=[C:6]([S:3]([C:2]([F:1])([F:18])[F:19])(=[O:5])=[O:4])[CH:7]=[CH:8][C:9]=3[O:14][CH2:13]2)(=[O:27])=[O:28])=[CH:22][CH:23]=1. Reported procedure: Preparation according to Preparation 22 using [7-(trifluoromethylsulfonyl)-2,3-dihydro-1,4-benzodioxin-2-yl]methanol (0.75 g, 2.5 mmol), toluenesulfonyl chloride (0.72 g, 3.8 mmol), TEA (0.42 ml, 3 mmol) and 4-DMAP (0.37 g, 3.0 mmol) in DCM (40 ml), stirred for 18 h. Yield 0.28 g. MS m/z (rel. intensity, 70 eV) 452 (M+, bp), 383 (41), 280 (82), 211 (80), 91 (84). Starting materials: N1CCNCC1 (piperazine), Cl.ClCCCN(C)C (3-chloro-N,N-dimethylpropanamine, hydrochloride), C([O-])(O)=O.[Na+] (sodium bicarbonate). Solvent: C(C)O (ethanol). Product: CN(CCCN1CCNCC1)C (1-[3-(Dimethylamino)propyl]piperazine). Isolated yield 43.6%. As a reaction SMILES: [NH:1]1[CH2:6][CH2:5][NH:4][CH2:3][CH2:2]1.Cl.Cl[CH2:9][CH2:10][CH2:11][N:12]([CH3:14])[CH3:13].C(=O)(O)[O-].[Na+]>C(O)C>[CH3:13][N:12]([CH3:14])[CH2:11][CH2:10][CH2:9][N:1]1[CH2:6][CH2:5][NH:4][CH2:3][CH2:2]1 |f:1.2,3.4|. Procedure: A mixture of 100 g (1.2 mole) of piperazine, 72 g (0.455 mole) of 3-chloro-N,N-dimethylpropanamine, hydrochloride and 110 g (1.3 mole) of sodium bicarbonate in 500 ml of ethanol was heated under reflux for 7 hr, allowed to cool, filtered and concentrated to dryness under vacuum. The concentrate was slurried in dichloromethane and filtered. The filterate was concentrated and then distilled under water pump pressure (~5 mm) to afford 34 g (44%) of the desired product, bp 100°-102°/5 mm. The reactants are CCOC(=O)C(=CC1OC(C)(C)N(C(=O)OCc2ccccc2)C1CC(C)C)CC, CCO, Cl, [K+], [OH-], O, O. The product is CCC(=CC1OC(C)(C)N(C(=O)OCc2ccccc2)C1CC(C)C)C(=O)O. As a reaction SMILES: [CH2:1]([c:2]1[cH:3][cH:4][cH:5][cH:6][cH:7]1)[O:8][C:9](=[O:10])[N:11]1[C:12]([CH3:29])([CH3:30])[O:13][CH:14]([CH:20]=[C:21]([C:22](=[O:23])[O:24][CH2:25][CH3:26])[CH2:27][CH3:28])[CH:15]1[CH2:16][CH:17]([CH3:18])[CH3:19].[CH2:34]([OH:35])[CH3:36].[ClH:31].[K+:38].[OH-:37].[OH2:32].[OH2:33]>>[CH2:1]([c:2]1[cH:3][cH:4][cH:5][cH:6][cH:7]1)[O:8][C:9](=[O:10])[N:11]1[C:12]([CH3:29])([CH3:30])[O:13][CH:14]([CH:20]=[C:21]([C:22](=[O:23])[OH:24])[CH2:27][CH3:28])[CH:15]1[CH2:16][CH:17]([CH3:18])[CH3:19].